The task is: describe an organic reaction: reactants, conditions, products, and yield. This data is from the Open Reaction Database (ORD), a public repository of structured organic reaction records. The reactants are C1COCCN1, C1CCOC1, COc1ccccc1Oc1c(NS(=O)(=O)NCc2ccccc2)nc(S(C)(=O)=O)nc1OCCO, O=C(O)CC(O)(CC(=O)O)C(=O)O. Yields the product COc1ccccc1Oc1c(NS(=O)(=O)NCc2ccccc2)nc(N2CCOCC2)nc1OCCO. RXN SMILES: [CH2:36]1[CH2:37][O:38][CH2:39][CH2:40][NH:41]1.[CH2:55]1[O:56][CH2:57][CH2:58][CH2:59]1.[OH:1][CH2:2][CH2:3][O:4][c:5]1[c:6]([O:27][c:28]2[c:29]([O:34][CH3:35])[cH:30][cH:31][cH:32][cH:33]2)[c:7]([NH:15][S:16]([NH:17][CH2:18][c:19]2[cH:20][cH:21][cH:22][cH:23][cH:24]2)(=[O:25])=[O:26])[n:8][c:9]([S:11]([CH3:12])(=[O:13])=[O:14])[n:10]1.[OH:42][C:43]([CH2:44][C:45]([C:46](=[O:47])[OH:48])([CH2:49][C:50](=[O:51])[OH:52])[OH:53])=[O:54]>>[OH:1][CH2:2][CH2:3][O:4][c:5]1[c:6]([O:27][c:28]2[c:29]([O:34][CH3:35])[cH:30][cH:31][cH:32][cH:33]2)[c:7]([NH:15][S:16]([NH:17][CH2:18][c:19]2[cH:20][cH:21][cH:22][cH:23][cH:24]2)(=[O:25])=[O:26])[n:8][c:9]([N:41]2[CH2:36][CH2:37][O:38][CH2:39][CH2:40]2)[n:10]1. The reactants are C(C1=CC=CC=C1)OC(=O)N1C[C@@]2(C[C@H]([C@@H]2C1)C)NC(=O)OC(C)(C)C ((1S,5R,6R)-1-tert-Butoxycarbonylamino-6-methyl-3-azabicyclo[3.2.0]heptane-3-carboxylic acid benzyl ester), [H][H] (hydrogen). The reagents and catalysts are [C].[Pd] (palladium-carbon). Run in CO (methanol), O1CCCC1 (tetrahydrofuran). Yields the product C(C)(C)(C)OC(=O)N[C@@]12CNC[C@H]2[C@@H](C1)C ((1S,5R,6R)-1-(tert-Butoxycarbonylamino)-6-methyl-3-azabicyclo[3.2.0]heptane). As a reaction SMILES: C(OC([N:11]1[CH2:17][C@@H:16]2[C@@:13]([NH:19][C:20]([O:22][C:23]([CH3:26])([CH3:25])[CH3:24])=[O:21])([CH2:14][C@H:15]2[CH3:18])[CH2:12]1)=O)C1C=CC=CC=1.[H][H]>CO.O1CCCC1.[C].[Pd]>[C:23]([O:22][C:20]([NH:19][C@@:13]12[CH2:14][C@@H:15]([CH3:18])[C@@H:16]1[CH2:17][NH:11][CH2:12]2)=[O:21])([CH3:26])([CH3:24])[CH3:25] |f:4.5|. Procedure details: (1S,5R,6R)-1-tert-Butoxycarbonylamino-6-methyl-3-azabicyclo[3.2.0]heptane-3-carboxylic acid benzyl ester (1.1 g, 3.1 mmol) was dissolved in a mixed solvent of methanol (20 mL) and tetrahydrofuran (10 mL). A small amount of 10% palladium-carbon (50% wet) was added, and the mixture was stirred in a hydrogen atmosphere for three hours. After removing the catalyst by filtration, the filtrate was concentrated under reduced pressure to give 0.70 g (quantitative) of the title compound as a colorless oi... The reactants are ClCC(=O)Cl (chloro-acetyl chloride), O (water), N[C@@H](CCC(N)=O)C(=O)O (L-glutamine), [OH-].[Na+] (sodium hydroxide), [OH-].[Na+] (sodium hydroxide). Solvent: C1(=CC=CC=C1)C (toluene), C1(=CC=CC=C1)C (toluene). Conditions: time 1 hour. The product is ClCC(=O)N[C@@H](CCC(N)=O)C(=O)O (N-chloroacetyl-L-glutamine). Yield: 89.2%. RXN SMILES: O.[NH2:2][C@H:3]([C:9]([OH:11])=[O:10])[CH2:4][CH2:5][C:6](=[O:8])[NH2:7].[OH-].[Na+].[Cl:14][CH2:15][C:16](Cl)=[O:17]>C1(C)C=CC=CC=1>[Cl:14][CH2:15][C:16]([NH:2][C@H:3]([C:9]([OH:11])=[O:10])[CH2:4][CH2:5][C:6](=[O:8])[NH2:7])=[O:17] |f:2.3|. Procedure: To a mixed solvent of 1750 ml of water and 497 ml of toluene was added 733.7 g (5 mol) of L-glutamine at room temperature. The solution was cooled to 0° to 5° C. and adjusted to pH 11 with 5N sodium hydroxide. To the solution was added dropwise a solution of 565.3 g (5 mol) of chloro-acetyl chloride in 497 ml of toluene while maintaining the pH of the reaction mixture at 11 with 5N sodium hydroxide. After stirring at 0° to 5° C. for 1 hour, toluene was removed from the reaction mixture by liquid...